Dataset: the Open Reaction Database (ORD), a public repository of structured organic reaction records. Task: describe an organic reaction: reactants, conditions, products, and yield Reactants: O=[N+]([O-])c1ccccc1OCc1ccccc1, CO, NN, O. The product is Nc1ccccc1OCc1ccccc1. As a reaction SMILES: [CH2:4]([c:5]1[cH:6][cH:7][cH:8][cH:9][cH:10]1)[O:11][c:12]1[c:13]([N+:18]([O-:19])=[O:20])[cH:14][cH:15][cH:16][cH:17]1.[CH3:21][OH:22].[NH2:2][NH2:3].[OH2:1]>>[CH2:4]([c:5]1[cH:6][cH:7][cH:8][cH:9][cH:10]1)[O:11][c:12]1[c:13]([NH2:18])[cH:14][cH:15][cH:16][cH:17]1. Product: C(C=C)C1=C(C=C(C=C1)Br)C (1-Allyl-4-bromo-2-methylbenzene). Reaction SMILES: [Br:1][C:2]1[CH:7]=[CH:6][C:5](I)=[C:4]([CH3:9])[CH:3]=1.[CH:10]([Mg]Cl)([CH3:12])[CH3:11].[Cl-].[Li+].[Cu]C#N.C(Br)C=C>C1COCC1>[CH2:12]([C:5]1[CH:6]=[CH:7][C:2]([Br:1])=[CH:3][C:4]=1[CH3:9])[CH:10]=[CH2:11] |f:2.3|. Procedure details: To a solution of 4-bromo-1-iodo-2-methylbenzene (8.41 mL, 58.9 mmol) in THF (200 mL) in a 1.0 L flask under Ar at −20° C., was added isopropylmagnesium chloride (2M, THF) (52.5 mL, 105 mmol) though a dropping funnel. The reaction was stirred for 20 min at −20° C. A solution of lithium chloride (6.00 g, 141 mmol) and copper(I) cyanide (6.33 g, 70.7 mmol) in THF (140 mL) (stirred 15 min at rt to dissolve the LiCl) was cannulated to the above solution. The pale green solution was stirred for 10 min... The yield is 97.3%. Conditions: temperature -20 celsius, time 20 minute. Reactants: BrC1=CC(=C(C=C1)I)C (4-bromo-1-iodo-2-methylbenzene), C(C)(C)[Mg]Cl (isopropylmagnesium chloride), [Li+].[Cl-] (LiCl), [Cl-].[Li+] (lithium chloride), [Cu]C#N (copper(I) cyanide), C(C=C)Br (allyl bromide). Solvent: C1CCOC1 (THF), C1CCOC1 (THF). Starting materials: CCCC[N+](CCCC)(CCCC)CCCC, COC(=O)C=CC(=O)OC, CS(C)=O, CCOCC, [F-], Cc1cc(F)ccc1C1CC([N+](=O)[O-])CCN1C(=O)N(C)C(C)c1cc(C(F)(F)F)cc(C(F)(F)F)c1, [I-], [K+], O. Yields the product COC(=O)CC(C(=O)OC)C1([N+](=O)[O-])CCN(C(=O)N(C)C(C)c2cc(C(F)(F)F)cc(C(F)(F)F)c2)C(c2ccc(F)cc2C)C1. Reaction SMILES: [CH2:56]([N+:57]([CH2:58][CH2:59][CH2:60][CH3:61])([CH2:62][CH2:63][CH2:64][CH3:65])[CH2:66][CH2:67][CH2:68][CH3:69])[CH2:70][CH2:71][CH3:72].[CH3:40][O:41][C:42](=[O:43])[CH:44]=[CH:45][C:46](=[O:47])[O:48][CH3:49].[CH3:51][S:52](=[O:53])[CH3:54].[CH3:73][CH2:74][O:75][CH2:76][CH3:77].[F-:38].[F:1][C:2]([c:3]1[cH:4][c:5]([CH:13]([CH3:14])[N:15]([C:16](=[O:17])[N:18]2[CH:19]([c:27]3[c:28]([CH3:34])[cH:29][c:30]([F:33])[cH:31][cH:32]3)[CH2:20][CH:21]([N+:24](=[O:25])[O-:26])[CH2:22][CH2:23]2)[CH3:35])[cH:6][c:7]([C:9]([F:10])([F:11])[F:12])[cH:8]1)([F:36])[F:37].[I-:55].[K+:39].[OH2:50]>>[F:1][C:2]([c:3]1[cH:4][c:5]([CH:13]([CH3:14])[N:15]([C:16](=[O:17])[N:18]2[CH:19]([c:27]3[c:28]([CH3:34])[cH:29][c:30]([F:33])[cH:31][cH:32]3)[CH2:20][C:21]([N+:24](=[O:25])[O-:26])([CH:44]([C:42]([O:41][CH3:40])=[O:43])[CH2:45][C:46](=[O:47])[O:48][CH3:49])[CH2:22][CH2:23]2)[CH3:35])[cH:6][c:7]([C:9]([F:10])([F:11])[F:12])[cH:8]1)([F:36])[F:37]. The reactants are Cc1ccc(CO)cc1, O=C1c2ccccc2C(=O)N1CCCc1cccc(O)c1. RXN SMILES: [CH3:22][c:23]1[cH:24][cH:25][c:26]([CH2:27][OH:28])[cH:29][cH:30]1.[OH:1][c:2]1[cH:3][c:4]([CH2:8][CH2:9][CH2:10][N:11]2[C:12](=[O:21])[c:13]3[cH:14][cH:15][cH:16][cH:17][c:18]3[C:19]2=[O:20])[cH:5][cH:6][cH:7]1>>[O:1]([c:2]1[cH:3][c:4]([CH2:8][CH2:9][CH2:10][N:11]2[C:12](=[O:21])[c:13]3[cH:14][cH:15][cH:16][cH:17][c:18]3[C:19]2=[O:20])[cH:5][cH:6][cH:7]1)[CH2:27][c:26]1[cH:25][cH:24][c:23]([CH3:22])[cH:30][cH:29]1. Product: Cc1ccc(COc2cccc(CCCN3C(=O)c4ccccc4C3=O)c2)cc1. Starting materials: CP1(=O)OCC2(CCN(C(=O)[O-])CC2)CO1, Cl, C1COCCO1. Yields the product CP1(=O)OCC2(CCNCC2)CO1, Cl. RXN SMILES: [CH3:1][P:2]1(=[O:16])[O:3][CH2:4][C:5]2([CH2:6][O:7]1)[CH2:8][CH2:9][N:10]([C:13]([O-:14])=[O:15])[CH2:11][CH2:12]2.[ClH:17].[O:18]1[CH2:19][CH2:20][O:21][CH2:22][CH2:23]1>>[CH3:1][P:2]1(=[O:16])[O:3][CH2:4][C:5]2([CH2:6][O:7]1)[CH2:8][CH2:9][NH:10][CH2:11][CH2:12]2.[ClH:17]. Starting materials: NCC(=O)N(C)C1=CC=C(C=C1)N\C(\C1=CC=CC=C1)=C\1/C(NC2=CC=C(C=C12)[N+](=O)[O-])=O ((Z)-3-{1-[4-(N-aminomethylcarbonyl-N-methyl-amino)-phenylamino]-1-phenyl-methylidene}-5-nitro-2-indolinone), C(C)(=O)OC(C)=O (acetic anhydride). Solvent: C(C)(=O)O (acetic acid). Yields the product C(C)(=O)NCC(=O)N(C)C1=CC=C(C=C1)N\C(\C1=CC=CC=C1)=C\1/C(NC2=CC=C(C=C12)[N+](=O)[O-])=O ((Z)-3-{1-[4-(N-acetylaminomethylcarbonyl-N-methyl-amino)phenylamino]-1-phenyl-methylidene}-5-nitro-2-indolinone). RXN SMILES: [NH2:1][CH2:2][C:3]([N:5]([C:7]1[CH:12]=[CH:11][C:10]([NH:13]/[C:14](=[C:21]2\[C:22](=[O:33])[NH:23][C:24]3[C:29]\2=[CH:28][C:27]([N+:30]([O-:32])=[O:31])=[CH:26][CH:25]=3)/[C:15]2[CH:20]=[CH:19][CH:18]=[CH:17][CH:16]=2)=[CH:9][CH:8]=1)[CH3:6])=[O:4].[C:34](OC(=O)C)(=[O:36])[CH3:35]>C(O)(=O)C>[C:34]([NH:1][CH2:2][C:3]([N:5]([C:7]1[CH:12]=[CH:11][C:10]([NH:13]/[C:14](=[C:21]2\[C:22](=[O:33])[NH:23][C:24]3[C:29]\2=[CH:28][C:27]([N+:30]([O-:32])=[O:31])=[CH:26][CH:25]=3)/[C:15]2[CH:16]=[CH:17][CH:18]=[CH:19][CH:20]=2)=[CH:9][CH:8]=1)[CH3:6])=[O:4])(=[O:36])[CH3:35]. Procedure: Prepared analogously to Example 31 from (Z)-3-{1-[4-(N-aminomethylcarbonyl-N-methyl-amino)-phenylamino]-1-phenyl-methylidene}-5-nitro-2-indolinone and acetic anhydride in glacial acetic acid. Reactants: S(=O)(Cl)Cl (thionyl chloride), COC=1C(=CC2=CC=CC=C2C1)C(=O)O (3-methoxy-2-naphthoic acid), NC1=NN=NN1 (aminotetrazole). Run in N1=CC=CC=C1 (pyridine). Run at temperature 25 celsius, time 1 hour. Yields the product COC=1C(=CC2=CC=CC=C2C1)C(=O)NC1=NN=NN1 (3-methoxy-N-(tetrazol-5-yl)naphthalene-2-carboxamide), IV. Reaction SMILES: [CH3:1][O:2][C:3]1[C:4]([C:13]([OH:15])=O)=[CH:5][C:6]2[C:11]([CH:12]=1)=[CH:10][CH:9]=[CH:8][CH:7]=2.[NH2:16][C:17]1[NH:21][N:20]=[N:19][N:18]=1.S(Cl)(Cl)=O>N1C=CC=CC=1>[CH3:1][O:2][C:3]1[C:4]([C:13]([NH:16][C:17]2[NH:21][N:20]=[N:19][N:18]=2)=[O:15])=[CH:5][C:6]2[C:11]([CH:12]=1)=[CH:10][CH:9]=[CH:8][CH:7]=2. Procedure details: To a mixture of 8.2 g. of 3-methoxy-2-naphthoic acid, 5.2 g. of aminotetrazole, and 80 ml. of pyridine was added dropwise 6.4 ml. of thionyl chloride, maintaining the temperature below 70° C. After stirring for one hour, the mixture was cooled to 25° C. and evaporated to dryness. The residue was washed with dilute hydrochloric acid, then recrystallized from N,N-dimethylformamide, then dissolved in base, filtered, reprecipitated with dilute acid, filtered, washed with methanol, then recrystallize...